Task: describe an organic reaction: reactants, conditions, products, and yield. Dataset: the Open Reaction Database (ORD), a public repository of structured organic reaction records The reactants are COc1ccc(C=C2Cc3c(C)cc(C)c(O)c3C2=O)cc1, CCOC(C)=O, CC(=O)O. Yields the product COc1ccc(CC2Cc3c(C)cc(C)c(O)c3C2=O)cc1. As a reaction SMILES: [CH3:1][c:2]1[c:3]2[c:7]([c:8]([OH:12])[c:9]([CH3:11])[cH:10]1)[C:6](=[O:13])[C:5](=[CH:14][c:15]1[cH:16][cH:17][c:18]([O:21][CH3:22])[cH:19][cH:20]1)[CH2:4]2.[CH3:23][CH2:24][O:25][C:26](=[O:27])[CH3:28].[CH3:29][C:30](=[O:31])[OH:32]>>[CH3:1][c:2]1[c:3]2[c:7]([c:8]([OH:12])[c:9]([CH3:11])[cH:10]1)[C:6](=[O:13])[CH:5]([CH2:14][c:15]1[cH:16][cH:17][c:18]([O:21][CH3:22])[cH:19][cH:20]1)[CH2:4]2. Reactants: C1COCCN1, Cc1ccccc1-c1nc(S(C)(=O)=O)nc2c1C(=O)N(Cc1cc(C(F)(F)F)cc(C(F)(F)F)c1)CCCN2. Product: Cc1ccccc1-c1nc(N2CCOCC2)nc2c1C(=O)N(Cc1cc(C(F)(F)F)cc(C(F)(F)F)c1)CCCN2. Reaction SMILES: [CH2:40]1[CH2:41][O:42][CH2:43][CH2:44][NH:45]1.[F:1][C:2]([c:3]1[cH:4][c:5]([CH2:6][N:7]2[C:8](=[O:30])[c:9]3[c:10]([n:15][c:16]([S:26]([CH3:27])(=[O:28])=[O:29])[n:17][c:18]3-[c:19]3[c:20]([CH3:25])[cH:21][cH:22][cH:23][cH:24]3)[NH:11][CH2:12][CH2:13][CH2:14]2)[cH:31][c:32]([C:34]([F:35])([F:36])[F:37])[cH:33]1)([F:38])[F:39]>>[F:1][C:2]([c:3]1[cH:4][c:5]([CH2:6][N:7]2[C:8](=[O:30])[c:9]3[c:10]([n:15][c:16]([N:45]4[CH2:40][CH2:41][O:42][CH2:43][CH2:44]4)[n:17][c:18]3-[c:19]3[c:20]([CH3:25])[cH:21][cH:22][cH:23][cH:24]3)[NH:11][CH2:12][CH2:13][CH2:14]2)[cH:31][c:32]([C:34]([F:35])([F:36])[F:37])[cH:33]1)([F:38])[F:39]. Starting materials: 1E, BrC1=C2C(C(N(C2=CC=C1)CCCCC)=O)C1=CC2=C(OCO2)C=C1O (4-bromo-3-(6-hydroxy-1,3-benzodioxol-5-yl)-1-pentyl-1,3-dihydro-2H-indol-2-one), C(C1=CC=CC=C1)OCCCN1C(C(C2=CC=CC=C12)C1=CC2=C(OCO2)C=C1O)=O (1-[3-(benzyloxy)propyl]-3-(6-hydroxy-1,3-benzodioxol-5-yl)-1,3-dihydro-2H-indol-2-one). The product is C(C1=CC=CC=C1)OCCCN1C(C(C2=CC=CC=C12)(CO)C1=CC2=C(OCO2)C=C1O)=O (1-[3-(benzyloxy)propyl]-3-(6-hydroxy-1,3-benzodioxol-5-yl)-3-(hydroxymethyl)-1,3-dihydro-2H-indol-2-one). RXN SMILES: BrC1C=CC=C2C=1C(C1C(O)=CC3OCOC=3C=1)[C:5](=[O:16])N2CCCCC.[CH2:27]([O:34][CH2:35][CH2:36][CH2:37][N:38]1[C:46]2[C:41](=[CH:42][CH:43]=[CH:44][CH:45]=2)[CH:40]([C:47]2[C:55]([OH:56])=[CH:54][C:50]3[O:51][CH2:52][O:53][C:49]=3[CH:48]=2)[C:39]1=[O:57])[C:28]1[CH:33]=[CH:32][CH:31]=[CH:30][CH:29]=1>>[CH2:27]([O:34][CH2:35][CH2:36][CH2:37][N:38]1[C:46]2[C:41](=[CH:42][CH:43]=[CH:44][CH:45]=2)[C:40]([C:47]2[C:55]([OH:56])=[CH:54][C:50]3[O:51][CH2:52][O:53][C:49]=3[CH:48]=2)([CH2:5][OH:16])[C:39]1=[O:57])[C:28]1[CH:29]=[CH:30][CH:31]=[CH:32][CH:33]=1. Procedure details: Following the procedure as described in PREPARATION 1E, and making non-critical variations to replace 4-bromo-3-(6-hydroxy-1,3-benzodioxol-5-yl)-1-pentyl-1,3-dihydro-2H-indol-2-one with 1-[3-(benzyloxy)propyl]-3-(6-hydroxy-1,3-benzodioxol-5-yl)-1,3-dihydro-2H-indol-2-one, the title compound was obtained (93%): MS (ES+) m/z 448.2 (M+1). Reactants: ( 3 ), BrC1=C(C=O)C=C(C=C1)C (2-Bromo-5-methylbenzaldehyde), O.C1(=CC=C(C=C1)S(=O)(=O)O)C (p-Toluenesulfonic acid monohydrate), COC(OC)OC (trimethoxymethane). Run in CO (methanol). The product is BrC1=C(C=C(C=C1)C)C(OC)OC (1-bromo-2-(dimethoxymethyl)-4-methylbenzene). Isolated yield 99.0%. Reaction SMILES: [Br:1][C:2]1[CH:9]=[CH:8][C:7]([CH3:10])=[CH:6][C:3]=1C=O.O.C1(C)C=CC(S(O)(=O)=O)=CC=1.[CH3:23][O:24][CH:25](OC)[O:26][CH3:27]>CO>[Br:1][C:2]1[CH:9]=[CH:8][C:7]([CH3:10])=[CH:6][C:3]=1[CH:25]([O:26][CH3:27])[O:24][CH3:23] |f:1.2|. Reported procedure: Step AI (3): 2-Bromo-5-methylbenzaldehyde (500 mg, 2.51 mmol) was dissolved in methanol (5.0 mL). p-Toluenesulfonic acid monohydrate (90 mg, 0.52 mmol) and trimethoxymethane (5 mL) were added. The reaction mixture was heated at reflux for 5 h. The reaction mixture was extracted with DCM and washed with saturated aqueous sodium bicarbonate. The combined organic phases were dried over Na2SO4, filtered and concentrated in vacuum to yield 1-bromo-2-(dimethoxymethyl)-4-methylbenzene (615 mg, 99%) as ... The reactants are ClC1=CC(=C(C(=N1)NCC(C)OC(C)C)[N+](=O)[O-])C (6-chloro-2-isopropoxypropylamino-4-methyl-3-nitropyridine), CN(C)CCCN (dimethylaminopropylamine), alcohol. Yields the product CN(C)CCCNC1=CC(=C(C(=N1)NCC(C)OC(C)C)[N+](=O)[O-])C (6-dimethylaminopropylamino-2-isopropoxypropylamino-4-methyl-3-nitropyridine). As a reaction SMILES: Cl[C:2]1[N:7]=[C:6]([NH:8][CH2:9][CH:10]([O:12][CH:13]([CH3:15])[CH3:14])[CH3:11])[C:5]([N+:16]([O-:18])=[O:17])=[C:4]([CH3:19])[CH:3]=1.[CH3:20][N:21]([CH2:23][CH2:24][CH2:25][NH2:26])[CH3:22]>>[CH3:20][N:21]([CH2:23][CH2:24][CH2:25][NH:26][C:2]1[N:7]=[C:6]([NH:8][CH2:9][CH:10]([O:12][CH:13]([CH3:15])[CH3:14])[CH3:11])[C:5]([N+:16]([O-:18])=[O:17])=[C:4]([CH3:19])[CH:3]=1)[CH3:22]. Reported procedure: 5.75 parts of 6-chloro-2-isopropoxypropylamino-4-methyl-3-nitropyridine, 5 parts of dimethylaminopropylamine and 20 parts of alcohol are heated at 90° to 100° C for 12 hours. The excess amine and alcohol are distilled off in vacuo and the residue is extracted with chloroform. After distilling off the solvent from the chloroform solution, 6-dimethylaminopropylamino-2-isopropoxypropylamino-4-methyl-3-nitropyridine is obtained as a yellow substance.